Dataset: the Open Reaction Database (ORD), a public repository of structured organic reaction records. Task: describe an organic reaction: reactants, conditions, products, and yield Starting materials: OCc1cc(F)ccc1Sc1ccccc1, O=S(Cl)Cl, c1ccccc1. Yields the product Fc1ccc(Sc2ccccc2)c(CCl)c1. As a reaction SMILES: [F:1][c:2]1[cH:3][c:4]([CH2:5][OH:6])[c:7]([S:10][c:11]2[cH:12][cH:13][cH:14][cH:15][cH:16]2)[cH:8][cH:9]1.[S:17]([Cl:18])([Cl:19])=[O:20].[cH:21]1[cH:22][cH:23][cH:24][cH:25][cH:26]1>>[F:1][c:2]1[cH:3][c:4]([CH2:5][Cl:19])[c:7]([S:10][c:11]2[cH:12][cH:13][cH:14][cH:15][cH:16]2)[cH:8][cH:9]1. Starting materials: B(Br)(Br)Br (Boron tribromide), C(C1=CC=CC=C1)N1C(N(C(C=2C1=NN1C2NC=C1)=O)CCC)=O (1-benzyl-3-propyl-1,2,3,4-tetrahydro-5H-imidazo [2',1':5,1]pyrazolo[3,4-d]pyrimidine-2,4-dione). The solvent is CO (methanol). Product: C(CC)N1C(NC=2C(C1=O)=C1N(N2)C=CN1)=O (3-Propyl-1,2,3,4-tetrahydro-5H-imidazo[2',1':5,1]pyrazolo[3,4-d]pyrimidine-2,4-dione). Yield: 44.4%. Reaction SMILES: B(Br)(Br)Br.C([N:12]1[C:17]2=[N:18][N:19]3[CH:23]=[CH:22][NH:21][C:20]3=[C:16]2[C:15](=[O:24])[N:14]([CH2:25][CH2:26][CH3:27])[C:13]1=[O:28])C1C=CC=CC=1>CO>[CH2:25]([N:14]1[C:15](=[O:24])[C:16]2=[C:20]3[NH:21][CH:22]=[CH:23][N:19]3[N:18]=[C:17]2[NH:12][C:13]1=[O:28])[CH2:26][CH3:27]. Procedure: Boron tribromide (0.35 ml) was added to a stirred suspension of 1-benzyl-3-propyl-1,2,3,4-tetrahydro-5H-imidazo [2',1':5,1]pyrazolo[3,4-d]pyrimidine-2,4-dione (0.5 g) at room temperature. The reaction mixture was refluxed for 22 hours and then cooled to room temperature, followed by addition of methanol (10 ml). The mixture was stirred for a while and was concentrated to dryness. After addition of ethyl acetate, resulting crystals were collected by filtration and washed with water to give crude ... Starting materials: COC1=C(C(=C(C=C1)C)[N+](=O)[O-])[N+](=O)[O-] (1-methoxy-4-methyl-2,3-dinitro-benzene). Run in CCO (EtOH). Run at time 8 hour. Product: COC1=C(C(=C(C=C1)C)N)N (3-Methoxy-6-methyl-benzene-1,2-diamine). Reaction SMILES: [CH3:1][O:2][C:3]1[CH:8]=[CH:7][C:6]([CH3:9])=[C:5]([N+:10]([O-])=O)[C:4]=1[N+:13]([O-])=O>CCO>[CH3:1][O:2][C:3]1[CH:8]=[CH:7][C:6]([CH3:9])=[C:5]([NH2:10])[C:4]=1[NH2:13]. Procedure details: 3-Methoxy-6-methyl-benzene-1,2-diamine was synthesized by suspending 3.3 g of 1-methoxy-4-methyl-2,3-dinitro-benzene (Can. J. Chem. 65, 1233-1240, 1987) in 100 mL EtOH, evacuating 3 times with N2 and addition of 450 mg of 10wt % Pd/C. The reaction mixture was stirred under a H2 atmosphere (balloon) overnight. Filtration over a pad of celite and washing with 100 mL EtOH yielded after concentration in vacuo 2.2 g of the desired compound as brown oil. Reactants: CC1C(=O)OC(C(=O)O1)C (DL-lactide), C1(CCCCCO1)=O (ε-caprolactone). The reagents and catalysts are [Sn] (Tin), C(CCCCCCCCCCC)O (dodecanol). Run at temperature 160 celsius, time 12 hour. Yields the product CC1C(=O)OC(C(=O)O1)C.C1(CCCCCO1)=O (DL-Lactide Caprolactone). Yield: 74.9%. Reaction SMILES: [CH3:1][CH:2]1[O:9][C:7](=[O:8])[CH:6]([CH3:10])[O:5][C:3]1=[O:4].[C:11]1(=[O:18])[O:17][CH2:16][CH2:15][CH2:14][CH2:13][CH2:12]1>[Sn].C(O)CCCCCCCCCCC>[CH3:1][CH:2]1[O:9][C:7](=[O:8])[CH:6]([CH3:10])[O:5][C:3]1=[O:4].[C:11]1(=[O:18])[O:17][CH2:16][CH2:15][CH2:14][CH2:13][CH2:12]1 |f:4.5,^3:18|. Reported procedure: Next, 72.3 grams (0.50 moles) of DL-lactide (Purac) was weighed and placed into the round-bottom flask. Then 57.1 grams (0.50 moles) of ε-caprolactone (Fluka) was weighed and placed in the flask. To this mixture was added 5.6 mL (0.025 moles) of dodecanol and 0.1 mL of the Tin catalyst. The round-bottom flask was placed in an oil bath and heated at 160° C. for 18 hours with stirring by a magnetic stirring bar. The flask was cooled to 110° C. and a vacuum was pulled for 12 hours to remove any res... Run in ClCCCl (1,2-dichloroethane). The product is COC(C)C1=NSC2=C1C=C(C=C2)N2C(N(C(=CC2=O)C(F)(F)F)C)=O (3-[3-(1-Methoxyethyl)-1,2-benzisothiazol-5-yl]-1-methyl-6-(trifluoromethyl)-2,4(1H,3H)pyrimidinedione). The reagents and catalysts are FC(S(=O)(=O)[O-])(F)F.[Ag+] (silver trifluoromethane sulfonate). Run at time 1 hour. Starting materials: BrC(C)C1=NSC2=C1C=C(C=C2)N2C(N(C(=CC2=O)C(F)(F)F)C)=O (3-[3-(1-bromoethyl)-1,2-benzisothiazol-5-yl]-1-methyl-6-(trifluoromethyl)-2,4(1H,3H)-pyrimidinedione), CO (methanol), resultant mixture. Procedure details: To a mixture of 3-[3-(1-bromoethyl)-1,2-benzisothiazol-5-yl]-1-methyl-6-(trifluoromethyl)-2,4(1H,3H)-pyrimidinedione (0.720 g, 0.00166 mol), methanol and 1,2-dichloroethane is added silver trifluoromethane sulfonate (0.510 g, 0.00199 mol). The resultant mixture is stirred 23 hours at room temperature and filtered through diatomaceous earth with ethyl acetate. Saturated sodium bicarbonate is added to the filtrate and the resultant mixture is stirred vigorously for one hour. The organic layer is s... As a reaction SMILES: Br[CH:2]([C:4]1[C:8]2[CH:9]=[C:10]([N:13]3[C:18](=[O:19])[CH:17]=[C:16]([C:20]([F:23])([F:22])[F:21])[N:15]([CH3:24])[C:14]3=[O:25])[CH:11]=[CH:12][C:7]=2[S:6][N:5]=1)[CH3:3].[CH3:26][OH:27]>FC(F)(F)S([O-])(=O)=O.[Ag+].ClCCCl>[CH3:26][O:27][CH:2]([C:4]1[C:8]2[CH:9]=[C:10]([N:13]3[C:18](=[O:19])[CH:17]=[C:16]([C:20]([F:23])([F:22])[F:21])[N:15]([CH3:24])[C:14]3=[O:25])[CH:11]=[CH:12][C:7]=2[S:6][N:5]=1)[CH3:3] |f:2.3|. Isolated yield 100.0%. The reactants are CCN, ClCCl, O=C(Cn1nc(C(F)(F)F)c2c1CCCC2)Nc1sc2c(c1C(=O)O)CCCC2, N=C=N, CN(C)C=O. Product: CCNC(=O)c1c(NC(=O)Cn2nc(C(F)(F)F)c3c2CCCC3)sc2c1CCCC2. RXN SMILES: [CH3:33][CH2:34][NH2:35].[Cl:36][CH2:37][Cl:38].[F:1][C:2]([c:3]1[n:4][n:5]([CH2:12][C:13](=[O:14])[NH:15][c:16]2[c:17]([C:25](=[O:26])[OH:27])[c:18]3[c:19]([s:20]2)[CH2:21][CH2:22][CH2:23][CH2:24]3)[c:6]2[c:11]1[CH2:10][CH2:9][CH2:8][CH2:7]2)([F:28])[F:29].[NH:30]=[C:31]=[NH:32].[O:39]=[CH:40][N:41]([CH3:42])[CH3:43]>>[F:1][C:2]([c:3]1[n:4][n:5]([CH2:12][C:13](=[O:14])[NH:15][c:16]2[c:17]([C:25](=[O:26])[NH:35][CH2:34][CH3:33])[c:18]3[c:19]([s:20]2)[CH2:21][CH2:22][CH2:23][CH2:24]3)[c:6]2[c:11]1[CH2:10][CH2:9][CH2:8][CH2:7]2)([F:28])[F:29].